From a dataset of the Open Reaction Database (ORD), a public repository of structured organic reaction records. describe an organic reaction: reactants, conditions, products, and yield Starting materials: O=C(O)c1ccc(C2=CCCC2)cn1, CO. Yields the product O=C(O)c1ccc(C2CCCC2)cn1. RXN SMILES: [C:1]1([c:6]2[cH:7][cH:8][c:9]([C:12](=[O:13])[OH:14])[n:10][cH:11]2)=[CH:2][CH2:3][CH2:4][CH2:5]1.[CH3:15][OH:16]>>[CH:1]1([c:6]2[cH:7][cH:8][c:9]([C:12](=[O:13])[OH:14])[n:10][cH:11]2)[CH2:2][CH2:3][CH2:4][CH2:5]1. Reactants: ClC1=C(C=C(C(=O)N=C=O)C=C1)C(F)(F)F (4-chloro-3-(trifluoromethyl)benzo yl isocyanate), ClC1=C(C=C(C=C1)CNC(C(C)(C)C)=O)NNC(=O)OC(C)(C)C (tert-butyl 2-(2-chloro-5-{[(2,2-dimethylpropanoyl)amino]methyl}phenyl)hydrazinecarboxylate), FC(C(=O)O)(F)F (trifluoro acetic acid). The solvent is C(Cl)Cl (DCM). The product is ClC1=C(C=C(CNC(C(C)(C)C)=O)C=C1)N1N=C(NC1=O)C1=CC(=C(C=C1)Cl)C(F)(F)F (N-(4-Chloro-3-(3-(4-chloro-3-(trifluoromethyl)phenyl)-4,5-dihydro-5-oxo-1,2,4-triazol-1-yl)benzyl)pivalamide). Yield: 65.7%. Reaction SMILES: [Cl:1][C:2]1[CH:12]=[CH:11][C:5]([C:6]([N:8]=[C:9]=[O:10])=O)=[CH:4][C:3]=1[C:13]([F:16])([F:15])[F:14].[Cl:17][C:18]1[CH:23]=[CH:22][C:21]([CH2:24][NH:25][C:26](=[O:31])[C:27]([CH3:30])([CH3:29])[CH3:28])=[CH:20][C:19]=1[NH:32][NH:33]C(OC(C)(C)C)=O.FC(F)(F)C(O)=O>C(Cl)Cl>[Cl:17][C:18]1[CH:23]=[CH:22][C:21]([CH2:24][NH:25][C:26](=[O:31])[C:27]([CH3:30])([CH3:29])[CH3:28])=[CH:20][C:19]=1[N:32]1[C:9](=[O:10])[NH:8][C:6]([C:5]2[CH:11]=[CH:12][C:2]([Cl:1])=[C:3]([C:13]([F:16])([F:15])[F:14])[CH:4]=2)=[N:33]1. Reported procedure: The title compound was prepared according to the procedure described in Example-83 by using 4-chloro-3-(trifluoromethyl)benzo yl isocyanate (Intermediate-100, 2.0 g), tert-butyl 2-(2-chloro-5-{[(2,2-dimethylpropanoyl)amino]methyl}phenyl)hydrazinecarboxylate (Intermediate-94, 1.0 g), DCM (15 mL), and trifluoro acetic acid (3.0 mL) to afford 0.900 g of the desired product. 1H NMR (300 MHz, DMSO d6): δ 1.12 (s, 9H), 4.29 (d, J=5.1 Hz, 2H), 7.36 (d, J=9.3 Hz, 1H), 7.43 (s, 1H), 7.61 (d, J=8.4 Hz, 1H... Reactants: C(CC=C)C1OC1 ((±)-2-(but-3-enyl)oxirane), C(C=C)OCC (ethyl allyl ether). The product is C(C)OCC=CCCC1OC1 ((±)-2-(5-ethoxypent-3-enyl)oxirane). RXN SMILES: [CH2:1]([CH:5]1[CH2:7][O:6]1)[CH2:2][CH:3]=[CH2:4].[CH2:8]([O:11][CH2:12]C)[CH:9]=C>>[CH2:8]([O:11][CH2:12][CH:4]=[CH:3][CH2:2][CH2:1][CH:5]1[CH2:7][O:6]1)[CH3:9]. Procedure details: The cross metathesis of (±)-2-(but-3-enyl)oxirane (3.80 g, 38.7 mmol) with ethyl allyl ether (10.0 g, 116 mmol) was performed as described previously in Example 9.2, Step A to give (±)-2-(5-ethoxypent-3-enyl)oxirane as an inseparable mixture of olefin isomers (trans:cis=10:1) after silica gel chromatography. 1H NMR (400 MHz, CDCl3): trans isomer: δ 5.73 (1H, m), 5.63 (1H, m), 3.91 (2H, m), 3.48 (2H, q, J=7.0 Hz), 2.93 (1H, m), 2.75 (1H, dd, J=5.0, 2.7 Hz), 2.22 (2H, m), 1.63 (2H, m), 1.21 (3H, t... Isolated yield 53.3%. Solvent: C1(=CC=CC=C1)C (toluene). The product is COC=1C=C(C(=O)OC)C=CC1CC1=CNC2=CC=C(C=C12)\C=C(/C)\C(NCCC)=O (methyl E-3-methoxy-4-[5-[2-(propylcarbamoyl)-1-propenyl]indol-3-ylmethyl]benzoate). The reactants are BrCC1=C(C=C(C(=O)OC)C=C1)OC (methyl 4-bromomethyl-3-methoxybenzoate), C/C(/C(=O)NCCC)=C\C=1C=C2C=CNC2=CC1 (E-α-methyl-N-propylindol-5-acrylamide), C(C)(=O)OCC (ethyl acetate). Procedure: A mixture of E-α-methyl-N-propylindol-5-acrylamide (1.75 g) and silver carbonate (1.99 g) in dry toluene (30 ml) was stirred and heated under reflux for 18 hr, under an atmosphere of nitrogen. The mixture was cooled to 80°, methyl 4-bromomethyl-3-methoxybenzoate (2.06 g) added, and the mixture stirred at 85° for 15 hours. The mixture was cooled, ethyl acetate (50 ml) added, the salts were removed by filtration through diatomaceous earth, the filter pad was washed with ethyl acetate, and the filt... As a reaction SMILES: [CH3:1]/[C:2](=[CH:9]\[C:10]1[CH:11]=[C:12]2[C:16](=[CH:17][CH:18]=1)[NH:15][CH:14]=[CH:13]2)/[C:3]([NH:5][CH2:6][CH2:7][CH3:8])=[O:4].Br[CH2:20][C:21]1[CH:30]=[CH:29][C:24]([C:25]([O:27][CH3:28])=[O:26])=[CH:23][C:22]=1[O:31][CH3:32].C(OCC)(=O)C>C1(C)C=CC=CC=1.C(=O)([O-])[O-].[Ag+2]>[CH3:32][O:31][C:22]1[CH:23]=[C:24]([CH:29]=[CH:30][C:21]=1[CH2:20][C:13]1[C:12]2[C:16](=[CH:17][CH:18]=[C:10](/[CH:9]=[C:2](/[C:3](=[O:4])[NH:5][CH2:6][CH2:7][CH3:8])\[CH3:1])[CH:11]=2)[NH:15][CH:14]=1)[C:25]([O:27][CH3:28])=[O:26] |f:4.5|. The reagents and catalysts are C([O-])([O-])=O.[Ag+2] (silver carbonate). Starting materials: N1(CCOCC1)C1=C(C=O)C=C(C=C1)[N+](=O)[O-] (2-morpholin-4-yl-5-nitro-benzaldehyde), [BH4-].[Na+] (NaBH4). The solvent is CO (MeOH). Conditions: time 3 hour. The product is N1(CCOCC1)C1=C(C=C(C=C1)[N+](=O)[O-])CO ((2-Morpholin-4-yl-5-nitro-phenyl)-methanol). Isolated yield 107.7%. Reaction SMILES: [N:1]1([C:7]2[CH:14]=[CH:13][C:12]([N+:15]([O-:17])=[O:16])=[CH:11][C:8]=2[CH:9]=[O:10])[CH2:6][CH2:5][O:4][CH2:3][CH2:2]1.[BH4-].[Na+]>CO>[N:1]1([C:7]2[CH:14]=[CH:13][C:12]([N+:15]([O-:17])=[O:16])=[CH:11][C:8]=2[CH2:9][OH:10])[CH2:6][CH2:5][O:4][CH2:3][CH2:2]1 |f:1.2|. Reported procedure: To a cooled (0° C.) solution of 2-morpholin-4-yl-5-nitro-benzaldehyde (0.8 g, 3.39 mmol) in MeOH (5 mL) is added NaBH4 (0.125 g, 3.39 mmol) and the reaction mixture is stirred at room temperature for 3 hours. After quenching the reaction with water, the solvent is removed in vacuo and the residue dissolved in ethyl acetate and washed with brine. The organic layer is dried over MgSO4, filtered and concentrated to afford the title compound (870 mg), which is used in the next step without further p... Reactants: aqueous solution, [OH-].[Na+] (sodium hydroxide), Cl (hydrochloric acid), FC1=C(C=O)C=C(C=C1)F (2,5-difluorobenzaldehyde), ClC=1C=CC(=NC1)N1[Si](CC[Si]1(C)C)(C)C (5-chloro-2-(2,2,5,5-tetramethyl-1,2,5-azadisilolidin-1-yl)pyridine), C(C)(C)NC(C)C (diisopropylamine), CCCCCC (hexane), C(CCC)[Li] (n-butyl lithium). The solvent is O1CCCC1 (tetrahydrofuran), O1CCCC1 (tetrahydrofuran), O1CCCC1 (tetrahydrofuran). Reaction conditions: temperature 0 celsius, time 1 hour. The product is NC1=NC=C(C(=C1)C(O)C1=C(C=CC(=C1)F)F)Cl ((2-Amino-5-chloropyridin-4-yl)(2,5-difluorophenyl)methanol). The yield is 53.7%. Reaction SMILES: CCCCCC.C([Li])CCC.C(NC(C)C)(C)C.[Cl:19][C:20]1[CH:21]=[CH:22][C:23]([N:26]2[Si](C)(C)CC[Si]2(C)C)=[N:24][CH:25]=1.[F:35][C:36]1[CH:43]=[CH:42][C:41]([F:44])=[CH:40][C:37]=1[CH:38]=[O:39].Cl.[OH-].[Na+]>O1CCCC1>[NH2:26][C:23]1[CH:22]=[C:21]([CH:38]([C:37]2[CH:40]=[C:41]([F:44])[CH:42]=[CH:43][C:36]=2[F:35])[OH:39])[C:20]([Cl:19])=[CH:25][N:24]=1 |f:6.7|. Procedure details: To a mixture of a hexane solution (1.58M, 8.41 ml, 13.3 mmol) of n-butyl lithium and tetrahydrofuran (40 ml) was added diisopropylamine (1.86 ml, 13.3 mmol) at −78° C. After the resulting mixture was stirred at 0° C. for 1 hour, the reaction mixture was cooled to −78° C. To the reaction mixture was added a tetrahydrofuran (10 ml) solution of 5-chloro-2-(2,2,5,5-tetramethyl-1,2,5-azadisilolidin-1-yl)pyridine (3.27 g, 12.1 mmol). At the same temperature, the resulting mixture was stirred for 1 hou...